describe an organic reaction: reactants, conditions, products, and yield From a dataset of the Open Reaction Database (ORD), a public repository of structured organic reaction records. Reactants: CNCC=1C=C(C=CC1)OCOCCOC (3-[(methylamino)-methyl]-(2-methoxyethoxy-methoxy)benzene), ClC=1OC2=C(N1)C=CC=C2 (2-chloro-benzoxazole). Conditions: temperature 140 celsius. Yields the product O1C(=NC2=C1C=CC=C2)N(C)CC=2C=C(C=CC2)O (3-[(N-Benzoxazol-2-yl-N-methyl-amino)-methyl]-phenol). As a reaction SMILES: [CH3:1][NH:2][CH2:3][C:4]1[CH:5]=[C:6]([O:10]COCCOC)[CH:7]=[CH:8][CH:9]=1.Cl[C:18]1[O:19][C:20]2[CH:26]=[CH:25][CH:24]=[CH:23][C:21]=2[N:22]=1>>[O:19]1[C:20]2[CH:26]=[CH:25][CH:24]=[CH:23][C:21]=2[N:22]=[C:18]1[N:2]([CH2:3][C:4]1[CH:5]=[C:6]([OH:10])[CH:7]=[CH:8][CH:9]=1)[CH3:1]. Procedure details: MS (ESI) 255 (M+H)+. Prepared from 3-[(methylamino)-methyl]-(2-methoxyethoxy-methoxy)benzene (example 28) and 2-chloro-benzoxazole. Also, omit heating to 140° C. Reaction stirred at room temperature.